From a dataset of the Open Reaction Database (ORD), a public repository of structured organic reaction records. describe an organic reaction: reactants, conditions, products, and yield RXN SMILES: [CH2:1]([O:3][C:4]([CH2:6][N:7]1[CH:11]=[CH:10][N:9]=[C:8]1/[CH:12]=[C:13]1\[CH2:14][N:15]([C:20]([C:33]2[CH:38]=[CH:37][CH:36]=[CH:35][CH:34]=2)([C:27]2[CH:32]=[CH:31][CH:30]=[CH:29][CH:28]=2)[C:21]2[CH:26]=[CH:25][CH:24]=[CH:23][CH:22]=2)[CH2:16][CH2:17][CH:18]\1O)=[O:5])[CH3:2].C(OC(OCC(C)(C)C)N(C)C)C(C)(C)C.[C:55]([OH:58])(=[S:57])[CH3:56]>C1(C)C=CC=CC=1>[C:55]([S:57][CH:12]([C:8]1[N:7]([CH2:6][C:4]([O:3][CH2:1][CH3:2])=[O:5])[CH:11]=[CH:10][N:9]=1)[C:13]1[CH2:14][N:15]([C:20]([C:33]2[CH:34]=[CH:35][CH:36]=[CH:37][CH:38]=2)([C:21]2[CH:26]=[CH:25][CH:24]=[CH:23][CH:22]=2)[C:27]2[CH:28]=[CH:29][CH:30]=[CH:31][CH:32]=2)[CH2:16][CH2:17][CH:18]=1)(=[O:58])[CH3:56]. The yield is 78.0%. Reported procedure: To a solution of (E)-3-{[1-(ethoxycarbonylmethyl)-1H-imidazol-2-yl]methylidene}-1-(triphenylmethyl)piperidin-4-ol (4.52 g) in toluene (80 ml) were added N,N-dimethylformamide dineopentyl acetal (5.0 ml) and thioacetic acid (1.3 ml) at 0° C. After the mixture was stirred at room temperature, the reaction was quenched by addition of water. The product was extracted with ethyl acetate. The organic layer was washed with a saturated aqueous sodium chloride solution and dried over anhydrous sodium sul... Run in C1(=CC=CC=C1)C (toluene). The reactants are C(C)OC(=O)CN1C(=NC=C1)\C=C\1/CN(CCC1O)C(C1=CC=CC=C1)(C1=CC=CC=C1)C1=CC=CC=C1 ((E)-3-{[1-(ethoxycarbonylmethyl)-1H-imidazol-2-yl]methylidene}-1-(triphenylmethyl)piperidin-4-ol), C(C(C)(C)C)OC(N(C)C)OCC(C)(C)C (N,N-dimethylformamide dineopentyl acetal), C(C)(=S)O (thioacetic acid). Product: C(C)(=O)SC(C1=CCCN(C1)C(C1=CC=CC=C1)(C1=CC=CC=C1)C1=CC=CC=C1)C=1N(C=CN1)CC(=O)OCC (5-{(acetylsulfanyl)[1-(ethoxycarbonylmethyl)-1H-imidazol-2-yl]methyl}-1-(triphenylmethyl)-1,2,3,6-tetrahydropyridine). The reactants are O=C1CCC(=O)N1Br, C1CCOC1, CC(C)[N-]C(C)C, C[Si](C)(C)Cl, [Li+], COC(=O)CC1CCOCC1. The product is COC(=O)C(Br)C1CCOCC1. RXN SMILES: [Br:25][N:26]1[C:27](=[O:28])[CH2:29][CH2:30][C:31]1=[O:32].[CH2:33]1[O:34][CH2:35][CH2:36][CH2:37]1.[CH3:13][CH:14]([N-:15][CH:16]([CH3:17])[CH3:18])[CH3:19].[CH3:20][Si:21]([Cl:22])([CH3:23])[CH3:24].[Li+:12].[O:1]1[CH2:2][CH2:3][CH:4]([CH2:7][C:8](=[O:9])[O:10][CH3:11])[CH2:5][CH2:6]1>>[O:1]1[CH2:2][CH2:3][CH:4]([CH:7]([C:8](=[O:9])[O:10][CH3:11])[Br:25])[CH2:5][CH2:6]1. Starting materials: NC(CCCCC(=O)OC)C1=C(C=CC=C1OC)OC (methyl 6-amino-6-(2,6-dimethoxyphenyl)hexanoate), C1(=CC=CC2=CC=CC=C12)C=O (1-naphthaldehyde). Yields the product COC1=C(C(=CC=C1)OC)C1CCCCC(N1CC1=CC=CC2=CC=CC=C12)=O (7-(2,6-dimethoxyphenyl)-1-(naphthalen-1-ylmethyl)azepan-2-one). As a reaction SMILES: [NH2:1][CH:2]([C:11]1[C:16]([O:17][CH3:18])=[CH:15][CH:14]=[CH:13][C:12]=1[O:19][CH3:20])[CH2:3][CH2:4][CH2:5][CH2:6][C:7]([O:9]C)=O.[C:21]1([CH:31]=O)[C:30]2[C:25](=[CH:26][CH:27]=[CH:28][CH:29]=2)[CH:24]=[CH:23][CH:22]=1>>[CH3:20][O:19][C:12]1[CH:13]=[CH:14][CH:15]=[C:16]([O:17][CH3:18])[C:11]=1[CH:2]1[N:1]([CH2:31][C:21]2[C:30]3[C:25](=[CH:26][CH:27]=[CH:28][CH:29]=3)[CH:24]=[CH:23][CH:22]=2)[C:7](=[O:9])[CH2:6][CH2:5][CH2:4][CH2:3]1. Procedure details: Prepared according to the described general procedure 1 (GP1) by reaction of methyl 6-amino-6-(2,6-dimethoxyphenyl)hexanoate with commercially available 1-naphthaldehyde. Subsequent purification by preparative HPLC afforded the target compound. LC-MS (conditions A): tR=0.94 min.; [M+H]+: 390.16 g/mol. The reactants are C(C)(=O)O.C(C)(=O)O.NC1=C(C=NC2=CC(=CC=C12)F)NC(C(Cl)(Cl)Cl)=N (4-amino-7-fluoro-3-(trichloroacetimidoylamino)quinoline diacetate). Run in C(C)O (ethanol). Yields the product C(C)OC(=O)C=1NC2=C(C=NC=3C=C(C=CC23)F)N1 (2-Ethoxycarbonyl-7-fluoro-1H-imidazo[4,5-c]quinoline). The yield is 58.5%. Reaction SMILES: [C:1]([OH:4])(=[O:3])[CH3:2].[C:5](O)(=O)[CH3:6].[NH2:9][C:10]1[C:19]2[C:14](=[CH:15][C:16]([F:20])=[CH:17][CH:18]=2)[N:13]=[CH:12][C:11]=1[NH:21]C(=N)C(Cl)(Cl)Cl>C(O)C>[CH2:5]([O:3][C:1]([C:2]1[NH:9][C:10]2[C:19]3[CH:18]=[CH:17][C:16]([F:20])=[CH:15][C:14]=3[N:13]=[CH:12][C:11]=2[N:21]=1)=[O:4])[CH3:6] |f:0.1.2|. Reported procedure: A solution of 1.15 g of 4-amino-7-fluoro-3-(trichloroacetimidoylamino)quinoline diacetate (VIII-1) in 120 ml of ethanol was heated under reflux for two hours. The reaction mixture was concentrated under reduced pressure, and the residue was added to ice-water. After being basified with 2N aqueous ammonia, the mixture was extracted with chloroform. The extract was washed with water and brine, and then dried. The chloroform was removed by evaporation. The residue was chromatographed on a column of... The reactants are COC(=O)C=1N=C(C2=CC(=CC=C2C1O)OC1=CC=CC=C1)C#N (1-cyano-4-hydroxy-7-phenoxy-isoquinoline-3-carboxylic acid methyl ester), COC(=O)C1(CCOCC1)CN (4-aminomethyl-tetrahydro-pyran-4-carboxylic acid methyl ester). Solvent: CO (MeOH). Yields the product COC(=O)C1(CCOCC1)CNC(=O)C=1N=C(C2=CC(=CC=C2C1O)OC1=CC=CC=C1)C#N (4-{[(1-Cyano-4-hydroxy-7-phenoxy-isoquinoline-3-carbonyl)-amino]-methyl}-tetrahydro-pyran-4-carboxylic acid methyl ester). As a reaction SMILES: CO[C:3]([C:5]1[N:6]=[C:7]([C:23]#[N:24])[C:8]2[C:13]([C:14]=1[OH:15])=[CH:12][CH:11]=[C:10]([O:16][C:17]1[CH:22]=[CH:21][CH:20]=[CH:19][CH:18]=1)[CH:9]=2)=[O:4].[CH3:25][O:26][C:27]([C:29]1([CH2:35][NH2:36])[CH2:34][CH2:33][O:32][CH2:31][CH2:30]1)=[O:28]>CO>[CH3:25][O:26][C:27]([C:29]1([CH2:35][NH:36][C:3]([C:5]2[N:6]=[C:7]([C:23]#[N:24])[C:8]3[C:13]([C:14]=2[OH:15])=[CH:12][CH:11]=[C:10]([O:16][C:17]2[CH:18]=[CH:19][CH:20]=[CH:21][CH:22]=2)[CH:9]=3)=[O:4])[CH2:34][CH2:33][O:32][CH2:31][CH2:30]1)=[O:28]. Reported procedure: After a mixture of 1-cyano-4-hydroxy-7-phenoxy-isoquinoline-3-carboxylic acid methyl ester (151 mg), 4-aminomethyl-tetrahydro-pyran-4-carboxylic acid methyl ester (205 mg; commercially available) in MeOH (2 mL) was microwaved at 150° C. for 500 min; cooled, concentrated, the residue was partitioned between EtOAc and diluted HCl solution, EtOAc phase was washed with water and diluted NaCl solution, dried over anhydrous sodium sulfate, filtered, concentrated and column purified to give product (15...